Task: describe an organic reaction: reactants, conditions, products, and yield. Dataset: the Open Reaction Database (ORD), a public repository of structured organic reaction records Reactants: C(#N)C=1C=C(C=CC1)B(O)O (3-Cyanobenzene boronic acid), BrC1=CC=C(C=C1)C=1OC(=C(N1)CCN1[C@@H](CCC1)C)C (2-(4-Bromo-phenyl)-5-methyl-4-[2-((R)-2-methyl-pyrrolidin-1-yl)-ethyl]-oxazole). Product: CC1=C(N=C(O1)C1=CC=C(C=C1)C1=CC(=CC=C1)C#N)CCN1[C@@H](CCC1)C (4′-{5-Methyl-4-[2-((R)-2-methyl-pyrrolidin-1-yl)-ethyl]-oxazol-2-yl}-biphenyl-3-carbonitrile). RXN SMILES: [C:1]([C:3]1[CH:4]=[C:5](B(O)O)[CH:6]=[CH:7][CH:8]=1)#[N:2].Br[C:13]1[CH:18]=[CH:17][C:16]([C:19]2[O:20][C:21]([CH3:32])=[C:22]([CH2:24][CH2:25][N:26]3[CH2:30][CH2:29][CH2:28][C@H:27]3[CH3:31])[N:23]=2)=[CH:15][CH:14]=1>>[CH3:32][C:21]1[O:20][C:19]([C:16]2[CH:17]=[CH:18][C:13]([C:7]3[CH:6]=[CH:5][CH:4]=[C:3]([C:1]#[N:2])[CH:8]=3)=[CH:14][CH:15]=2)=[N:23][C:22]=1[CH2:24][CH2:25][N:26]1[CH2:30][CH2:29][CH2:28][C@H:27]1[CH3:31]. Procedure: The title compound is prepared in a manner substantially analogous to example 133 starting from 3-Cyanobenzene boronic acid (211 mg, 1.43 mmol) and 2-(4-Bromo-phenyl)-5-methyl-4-[2-((R)-2-methyl-pyrrolidin-1-yl)-ethyl]-oxazole (100 mg, 0.287 mmol) to give 50 mg (47%). MS (m/e) 372.2 (M+1) As a reaction SMILES: [N+:1]([C:4]1[CH:5]=[C:6]([CH:11]=[C:12]([N+:23]([O-])=O)[C:13]=1[O:14][C:15]1[CH:20]=[CH:19][C:18]([O:21][CH3:22])=[CH:17][CH:16]=1)[C:7]([O:9][CH3:10])=[O:8])([O-])=O.[H][H]>C(O)(=O)C.[Pd]>[NH2:23][C:12]1[CH:11]=[C:6]([CH:5]=[C:4]([NH2:1])[C:13]=1[O:14][C:15]1[CH:20]=[CH:19][C:18]([O:21][CH3:22])=[CH:17][CH:16]=1)[C:7]([O:9][CH3:10])=[O:8]. Procedure: To a Parr shaker bottle containing a suspension of methyl 3,5-dinitro-4-(4-methoxyphenoxy)-benzoate (20.2 g; 77.5 mmol) in glacial acetic acid (80 ml) was added 10% palladium on charcoal (0.7 g). The bottle was shaken under an atmosphere of hydrogen (3 atm) until no more hydrogen was consumed. The catalyst was filtered off and the resulting solution concentrated to approximately 10 ml. The residue was dissolved in acetone (50 ml) and heated on a steam bath while water (100 ml) was added in porti... Reagents/catalysts: [Pd] (palladium on charcoal). Reactants: [N+](=O)([O-])C=1C=C(C(=O)OC)C=C(C1OC1=CC=C(C=C1)OC)[N+](=O)[O-] (methyl 3,5-dinitro-4-(4-methoxyphenoxy)-benzoate), [H][H] (hydrogen). Solvent: C(C)(=O)O (acetic acid). The yield is 31.8%. The product is NC=1C=C(C(=O)OC)C=C(C1OC1=CC=C(C=C1)OC)N (methyl 3,5-diamino-4-(4-methoxyphenoxy)benzoate). The reactants are NC1=CC=2C3=C(C(NC2C=C1)=O)NC=C3.C(C)C(=O)[O-] (8-amino-4-oxo-4,5-dihydro-3H-pyrrolo[2,3-c]quinoline 1-ethyl carboxylate), CS(=O)(=O)Cl (methanesulfonyl chloride). The product is CS(=O)(=O)NC1=CC=2C3=C(C(NC2C=C1)=O)NC=C3.C(C)C(=O)[O-] (8-methanesulfonylamino-4-oxo-4,5-dihydro-3H-pyrrolo[2,3-c]quinoline 1-ethyl carboxylate). The yield is 46.0%. RXN SMILES: [NH2:1][C:2]1[CH:11]=[CH:10][C:9]2[NH:8][C:7](=[O:12])[C:6]3[NH:13][CH:14]=[CH:15][C:5]=3[C:4]=2[CH:3]=1.[CH2:16]([C:18]([O-:20])=[O:19])[CH3:17].[CH3:21][S:22](Cl)(=[O:24])=[O:23]>>[CH3:21][S:22]([NH:1][C:2]1[CH:11]=[CH:10][C:9]2[NH:8][C:7](=[O:12])[C:6]3[NH:13][CH:14]=[CH:15][C:5]=3[C:4]=2[CH:3]=1)(=[O:24])=[O:23].[CH2:16]([C:18]([O-:20])=[O:19])[CH3:17] |f:0.1,3.4|. Procedure: This compound is prepared according to synthesis 37, from 50 mg (0.18 mmol) of 8-amino-4-oxo-4,5-dihydro-3H-pyrrolo[2,3-c]quinoline-1-ethyl carboxylate (synthesis 64) and 17 μL (0.20 mmol) of methanesulfonyl chloride. After recrystallization from methanol, 29 mg (45%) of 8-methanesulfonylamino-4-oxo-4,5-dihydro-3H-pyrrolo[2,3-c]quinoline-1-ethyl carboxylate is obtained in the form of a white solid. Reactants: ClC1=NC=CC(=N1)C1=C(N=C(S1)C1CCOCC1)C=1C(=C(C=CC1)NS(=O)(=O)C1=C(C=CC=C1F)F)F (N-{3-[5-(2-chloro-4-pyrimidinyl)-2-(tetrahydro-2H-pyran-4-yl)-1,3-thiazol-4-yl]-2-fluorophenyl}-2,6-difluorobenzenesulfonamide), [OH-].N (ammonia hydroxide). Run at temperature 100 celsius, time 3 hour. The product is NC1=NC=CC(=N1)C1=C(N=C(S1)C1CCOCC1)C=1C(=C(C=CC1)NS(=O)(=O)C1=C(C=CC=C1F)F)F (N-{3-[5-(2-Amino-4-pyrimidinyl)-2-(tetrahydro-2H-pyran-4-yl)-1,3-thiazol-4-yl]-2-fluorophenyl}-2,6-difluorobenzenesulfonamide), solid. Isolated yield 85.0%. RXN SMILES: Cl[C:2]1[N:7]=[C:6]([C:8]2[S:12][C:11]([CH:13]3[CH2:18][CH2:17][O:16][CH2:15][CH2:14]3)=[N:10][C:9]=2[C:19]2[C:20]([F:37])=[C:21]([NH:25][S:26]([C:29]3[C:34]([F:35])=[CH:33][CH:32]=[CH:31][C:30]=3[F:36])(=[O:28])=[O:27])[CH:22]=[CH:23][CH:24]=2)[CH:5]=[CH:4][N:3]=1.[OH-].[NH3:39]>>[NH2:39][C:2]1[N:7]=[C:6]([C:8]2[S:12][C:11]([CH:13]3[CH2:18][CH2:17][O:16][CH2:15][CH2:14]3)=[N:10][C:9]=2[C:19]2[C:20]([F:37])=[C:21]([NH:25][S:26]([C:29]3[C:34]([F:35])=[CH:33][CH:32]=[CH:31][C:30]=3[F:36])(=[O:28])=[O:27])[CH:22]=[CH:23][CH:24]=2)[CH:5]=[CH:4][N:3]=1 |f:1.2|. Reported procedure: A suspension of N-{3-[5-(2-chloro-4-pyrimidinyl)-2-(tetrahydro-2H-pyran-4-yl)-1,3-thiazol-4-yl]-2-fluorophenyl}-2,6-difluorobenzenesulfonamide (20.7 g, 36.5 mmol) and ammonia hydroxide (500 mL) was heated in a steel reactor to 100° C. After 3 h, the reaction cooled and checked by HPLC. The reaction mixture was concentrated. The reaction mixture wad diluted with CH2Cl2 (300 mL) and water (300 mL) then acidified with 6 N HCl to pH=1. The mixture was extracted with 1% MeOH in CH2Cl2 (4×). The CH2Cl... Reactants: CNC(=O)CCl, CC(C)c1cc(O)c2c(c1)OC(C)(C)C1=C2CNCC1. The product is CNC(=O)CN1CCC2=C(C1)c1c(O)cc(C(C)C)cc1OC2(C)C. RXN SMILES: [Cl:21][CH2:22][C:23](=[O:24])[NH:25][CH3:26].[OH:1][c:2]1[cH:3][c:4]([CH:18]([CH3:19])[CH3:20])[cH:5][c:6]2[c:7]1[C:8]1=[C:13]([CH2:12][CH2:11][NH:10][CH2:9]1)[C:14]([CH3:16])([CH3:17])[O:15]2>>[OH:1][c:2]1[cH:3][c:4]([CH:18]([CH3:19])[CH3:20])[cH:5][c:6]2[c:7]1[C:8]1=[C:13]([CH2:12][CH2:11][N:10]([CH2:22][C:23](=[O:24])[NH:25][CH3:26])[CH2:9]1)[C:14]([CH3:16])([CH3:17])[O:15]2.